This data is from the Open Reaction Database (ORD), a public repository of structured organic reaction records. The task is: describe an organic reaction: reactants, conditions, products, and yield Starting materials: ClC1=CC=C(C=C1)C(=O)C(C)(C)Br (2-bromo-prop-2-yl 4-chlorophenyl ketone), O (water), ClC1=CC=C(C=C1)O (p-chlorophenol), C([O-])([O-])=O.[K+].[K+] (potassium carbonate), O (water). Solvent: C1(=CC=CC=C1)C (toluene), C1(=CC=CC=C1)C (toluene). Run at temperature 40 celsius, time 5 hour. The product is ClC1=CC=C(OC(C)(C)C(=O)C2=CC=C(C=C2)Cl)C=C1 (4-chlorophenyl 2-(p-chlorophenoxy)-prop-2-yl ketone). Yield: 85.0%. As a reaction SMILES: [Cl:1][C:2]1[CH:7]=[CH:6][C:5]([OH:8])=[CH:4][CH:3]=1.C(=O)([O-])[O-].[K+].[K+].O.[Cl:16][C:17]1[CH:22]=[CH:21][C:20]([C:23]([C:25](Br)([CH3:27])[CH3:26])=[O:24])=[CH:19][CH:18]=1>C1(C)C=CC=CC=1>[Cl:1][C:2]1[CH:7]=[CH:6][C:5]([O:8][C:25]([C:23]([C:20]2[CH:19]=[CH:18][C:17]([Cl:16])=[CH:22][CH:21]=2)=[O:24])([CH3:27])[CH3:26])=[CH:4][CH:3]=1 |f:1.2.3|. Procedure details: 52 g (0.3982 mol) of p-chlorophenol and 55 g (0.3982 mol) of potassium carbonate in 400 ml of toluene are heated under reflux for 2 hours, using a water separator. The mixture is cooled to 40° C. and a solution of 2-bromo-prop-2-yl 4-chlorophenyl ketone in 170 ml of toluene is added dropwise. This reaction mixture is subsequently stirred at 100° C. for 5 hours and is then cooled, water is added and the organic phase is separated off. This phase is washed with dilute sodium hydroxide solution and... The reactants are C(=O)(OC(C)(C)C)N1C(CCCC1)CCN(CCCN(CCCNC(=O)OC(C)(C)C)C(=O)OC(C)(C)C)C(=O)OC(C)(C)C (1-[2-[(N-BOC)-2-piperidyl]-ethyl]-1,5,9-tri-BOC-1,5,9-triazanonane), [H-].[Na+] (sodium hydride), C(C=C)Br (allyl bromide), [H-].[Na+] (sodium hydride), C(C=C)Br (allyl bromide). Solvent: CN(C)C=O (DMF). The product is C(C=C)N(CCCN(CCCN(C(=O)OC(C)(C)C)CCC1N(CCCC1)C(=O)OC(C)(C)C)C(=O)OC(C)(C)C)C(=O)OC(C)(C)C (1 -Allyl-9-[2-[(N-BOC)-2-piperidyl]-ethyl]- 1,5,9-tri-BOC-1,5,9-triazanonane). RXN SMILES: [C:1]([N:8]1[CH2:13][CH2:12][CH2:11][CH2:10][CH:9]1[CH2:14][CH2:15][N:16]([C:39]([O:41][C:42]([CH3:45])([CH3:44])[CH3:43])=[O:40])[CH2:17][CH2:18][CH2:19][N:20]([C:32]([O:34][C:35]([CH3:38])([CH3:37])[CH3:36])=[O:33])[CH2:21][CH2:22][CH2:23][NH:24][C:25]([O:27][C:28]([CH3:31])([CH3:30])[CH3:29])=[O:26])([O:3][C:4]([CH3:7])([CH3:6])[CH3:5])=[O:2].[H-].[Na+].[CH2:48](Br)[CH:49]=[CH2:50]>CN(C=O)C>[CH2:50]([N:24]([C:25]([O:27][C:28]([CH3:31])([CH3:29])[CH3:30])=[O:26])[CH2:23][CH2:22][CH2:21][N:20]([C:32]([O:34][C:35]([CH3:38])([CH3:37])[CH3:36])=[O:33])[CH2:19][CH2:18][CH2:17][N:16]([CH2:15][CH2:14][CH:9]1[CH2:10][CH2:11][CH2:12][CH2:13][N:8]1[C:1]([O:3][C:4]([CH3:6])([CH3:7])[CH3:5])=[O:2])[C:39]([O:41][C:42]([CH3:45])([CH3:44])[CH3:43])=[O:40])[CH:49]=[CH2:48] |f:1.2|. Reported procedure: To a solution of 1.13 g (1.758 mmol) of 1-[2-[(N-BOC)-2-piperidyl]-ethyl]-1,5,9-tri-BOC-1,5,9-triazanonane in 11.3 ml of DMF there are added, with stirring, 0.14 g (3.5 mmol) of sodium hydride dispersion (approximately 60%) and, after 10 minutes, 0.296 ml (3.5 mmol) of allyl bromide (Fluka, Buchs, Switzerland). The reaction mixture is stirred at room temperature for 15 hours and then a further 1/3 of the original amount of sodium hydride dispersion (approximately 60%) and a further 1/3 of the or... Reactants: ClC=1C=C(C=C(C1)Cl)N1N=CC(=NC1=O)Cl (2-(3,5-dichloro-phenyl)-5-chloro-2,3-dihydro-1,2,4-triazin-3-one), C[O-].[Na+] (sodium methoxide). Solvent: C1CCOC1 (THF). Reaction conditions: time 1 hour. Product: ClC=1C=C(C=C(C1)Cl)N1N=CC(=NC1=O)OC (2-(3,5-Dichlorophenyl)-5-methoxy-2,3-dihydro-1,2,4-triazin-3-one). As a reaction SMILES: [Cl:1][C:2]1[CH:3]=[C:4]([N:9]2[C:14](=[O:15])[N:13]=[C:12](Cl)[CH:11]=[N:10]2)[CH:5]=[C:6]([Cl:8])[CH:7]=1.[CH3:17][O-:18].[Na+]>C1COCC1>[Cl:1][C:2]1[CH:3]=[C:4]([N:9]2[C:14](=[O:15])[N:13]=[C:12]([O:18][CH3:17])[CH:11]=[N:10]2)[CH:5]=[C:6]([Cl:8])[CH:7]=1 |f:1.2|. Reported procedure: In THF was dissolved 2.77 g of 2-(3,5-dichloro-phenyl)-5-chloro-2,3-dihydro-1,2,4-triazin-3-one followed by addition of sodium methoxide in an equimolar amount to the starting compound, and the mixture was stirred at room temperature for 1 hour. After completion of this reaction, the reaction mixture was concentrated under reduced pressure and ice-water was added to the residue. The resulting crystals were collected by filtration, dried and dissolved in 100 ml of chloroform. The chloroform solut... Yields the product CC(=O)c1ccccc1Nc1nc(Cl)ncc1Br. Reactants: Clc1ncc(Br)c(Cl)n1, O=C([O-])O, C1CCOC1, CCO, CC(=O)c1ccccc1N, [Na+]. As a reaction SMILES: [Br:1][c:2]1[c:3]([Cl:9])[n:4][c:5]([Cl:8])[n:6][cH:7]1.[C:20](=[O:21])([OH:22])[O-:23].[CH2:28]1[O:29][CH2:30][CH2:31][CH2:32]1.[CH3:25][CH2:26][OH:27].[NH2:10][c:11]1[c:12]([C:17]([CH3:18])=[O:19])[cH:13][cH:14][cH:15][cH:16]1.[Na+:24]>>[Br:1][c:2]1[c:3]([NH:10][c:11]2[c:12]([C:17]([CH3:18])=[O:19])[cH:13][cH:14][cH:15][cH:16]2)[n:4][c:5]([Cl:8])[n:6][cH:7]1. The reactants are NC1=C(C=CC=C1)C(CCC1CCN(CC1)C(=O)OC(C)(C)C)=O (tert-Butyl 4-(3-(2-aminophenyl)-3-oxopropyl)piperidine-1-carboxylate), O=CCCNC(OCC1=CC=CC=C1)=O (Benzyl 3-oxopropylcarbamate), C(C)(=O)O[BH-](OC(C)=O)OC(C)=O.[Na+] (Sodium triacetoxyborohydride). The solvent is ClCCCl (1,2-dichloroethane), C(C)(=O)OCC (ethyl acetate). Reaction conditions: time 1 hour. Product: C(C1=CC=CC=C1)OC(=O)NCCCNC1=C(C=CC=C1)C(CCC1CCN(CC1)C(=O)OC(C)(C)C)=O (tert-Butyl 4-(3-(2-(3-(benzyloxycarbonylamino)propylamino)phenyl)-3-oxopropyl)piperidine-1-carboxylate). Isolated yield 87.8%. RXN SMILES: [NH2:1][C:2]1[CH:7]=[CH:6][CH:5]=[CH:4][C:3]=1[C:8](=[O:24])[CH2:9][CH2:10][CH:11]1[CH2:16][CH2:15][N:14]([C:17]([O:19][C:20]([CH3:23])([CH3:22])[CH3:21])=[O:18])[CH2:13][CH2:12]1.O=[CH:26][CH2:27][CH2:28][NH:29][C:30](=[O:39])[O:31][CH2:32][C:33]1[CH:38]=[CH:37][CH:36]=[CH:35][CH:34]=1.C(O[BH-](OC(=O)C)OC(=O)C)(=O)C.[Na+]>ClCCCl.C(OCC)(=O)C>[CH2:32]([O:31][C:30]([NH:29][CH2:28][CH2:27][CH2:26][NH:1][C:2]1[CH:7]=[CH:6][CH:5]=[CH:4][C:3]=1[C:8](=[O:24])[CH2:9][CH2:10][CH:11]1[CH2:12][CH2:13][N:14]([C:17]([O:19][C:20]([CH3:21])([CH3:23])[CH3:22])=[O:18])[CH2:15][CH2:16]1)=[O:39])[C:33]1[CH:38]=[CH:37][CH:36]=[CH:35][CH:34]=1 |f:2.3|. Procedure details: The compound prepared in Example 302 (0.455 g) was suspended in 1,2-dichloroethane (10 mL). Benzyl 3-oxopropylcarbamate (0.425 g) and beaded molecular sieves were added and the reaction mixture stirred at room temperature for 1 hour. Sodium triacetoxyborohydride (0.870 g) was added and the reaction mixture stirred at room temperature overnight. The reaction mixture was diluted with ethyl acetate, washed with saturated aqueous sodium bicarbonate solution and brine. The organics were dried over ma...